The task is: describe an organic reaction: reactants, conditions, products, and yield. This data is from the Open Reaction Database (ORD), a public repository of structured organic reaction records. Starting materials: CC1=CC=C(C=C1)S(=O)(=O)OCC1N(C(CC1)=O)C ((1-methyl-5-oxopyrrolidin-2-yl)methyl 4-methylbenzenesulfonate), [N-]=[N+]=[N-].[Na+] (sodium azide), N (ammonia), C1(=CC=CC=C1)P(C1=CC=CC=C1)C1=CC=CC=C1 (triphenylphosphine), [H-].[Na+] (sodium hydride), oil, C(C(=O)O)(=O)O (oxalic acid), [I-].[Li+] (lithium iodide). Solvent: CN1C(CCC1)=O (N-methyl-2-pyrrolidinone), O (water), C(C)OCC (diethyl ether), C(C)(C)O (isopropanol). Reaction conditions: temperature 80 celsius, time 2 hour. The product is NCC1CCC(N1C)=O (5-(Aminomethyl)-1-methylpyrrolidin-2-one), oxalate salt. Reaction SMILES: CC1C=CC(S(O[CH2:12][CH:13]2[CH2:17][CH2:16][C:15](=[O:18])[N:14]2[CH3:19])(=O)=O)=CC=1.[N-:20]=[N+]=[N-].[Na+].[H-].[Na+].[I-].[Li+].C1(P(C2C=CC=CC=2)C2C=CC=CC=2)C=CC=CC=1.N.C(O)(=O)C(O)=O>C(OCC)C.C(O)(C)C.O.CN1CCCC1=O>[NH2:20][CH2:12][CH:13]1[N:14]([CH3:19])[C:15](=[O:18])[CH2:16][CH2:17]1 |f:1.2,3.4,5.6|. Procedure details: A mixture of (1-methyl-5-oxopyrrolidin-2-yl)methyl 4-methylbenzenesulfonate (196 g, 0.73 mol), sodium azide (142 g, 2.19 mol) and N-methyl-2-pyrrolidinone (800 ml) was heated to 80° C. for two hours, cooled, diluted with diethyl ether (3 L) and filtered through a pad of silica gel. The silica gel pad was washed with 1 L of a mixture of methanol:diethyl ether (5:1). The combined filtrates were concentrated in vacuo. The residue was subsequently treated with a suspension of sodium hydride in miner... Starting materials: COC(=O)C1OC1c1ccc(OC)cc1, CS(C)=O, [H-], Nc1ccccc1, [Na+], O. Product: COc1ccc(C2OC2C(=O)Nc2ccccc2)cc1. Reaction SMILES: [CH3:10][O:11][C:12]([CH:13]1[CH:14]([c:16]2[cH:17][cH:18][c:19]([O:22][CH3:23])[cH:20][cH:21]2)[O:15]1)=[O:24].[CH3:26][S:27](=[O:28])[CH3:29].[H-:1].[NH2:3][c:4]1[cH:5][cH:6][cH:7][cH:8][cH:9]1.[Na+:2].[OH2:25]>>[NH:3]([c:4]1[cH:5][cH:6][cH:7][cH:8][cH:9]1)[C:12](=[O:11])[CH:13]1[CH:14]([c:16]2[cH:17][cH:18][c:19]([O:22][CH3:23])[cH:20][cH:21]2)[O:15]1. Starting materials: C1(=CC=CC=C1)P(C1=CC=CC=C1)C1=CC=CC=C1 (triphenylphosphine), CC(C)O (2-propanol), ClC=1C=C(C=CC1Cl)[C@H]1CN(CCO[C@H]1C=O)C(=O)OC(C)(C)C (tert-butyl (6S,7R)-6-(3,4-dichlorophenyl)-7-formyl-1,4-oxazepane-4-carboxylate), C[Si](C)(C)C=[N+]=[N-] (trimethylsilyldiazomethane). The reagents and catalysts are C1=CC=C(C=C1)P(C2=CC=CC=C2)C3=CC=CC=C3.C1=CC=C(C=C1)P(C2=CC=CC=C2)C3=CC=CC=C3.C1=CC=C(C=C1)P(C2=CC=CC=C2)C3=CC=CC=C3.[Cl-].[Rh] (chlorotris(triphenylphosphine)rhodium (I)). The solvent is O1CCCC1 (tetrahydrofuran). Run at time 8 hour. Product: ClC=1C=C(C=CC1Cl)[C@H]1CN(CCO[C@H]1C=C)C(=O)OC(C)(C)C (tert-butyl (6S,7S)-6-(3,4-dichlorophenyl)-7-ethenyl-1,4-oxazepane-4-carboxylate). The yield is 28.1%. RXN SMILES: [C:1]1(P(C2C=CC=CC=2)C2C=CC=CC=2)C=CC=CC=1.CC(O)C.[Cl:24][C:25]1[CH:26]=[C:27]([C@@H:32]2[C@H:38]([CH:39]=O)[O:37][CH2:36][CH2:35][N:34]([C:41]([O:43][C:44]([CH3:47])([CH3:46])[CH3:45])=[O:42])[CH2:33]2)[CH:28]=[CH:29][C:30]=1[Cl:31].C[Si](C=[N+]=[N-])(C)C>O1CCCC1.C1C=CC(P(C2C=CC=CC=2)C2C=CC=CC=2)=CC=1.C1C=CC(P(C2C=CC=CC=2)C2C=CC=CC=2)=CC=1.C1C=CC(P(C2C=CC=CC=2)C2C=CC=CC=2)=CC=1.[Cl-].[Rh]>[Cl:24][C:25]1[CH:26]=[C:27]([C@@H:32]2[C@H:38]([CH:39]=[CH2:1])[O:37][CH2:36][CH2:35][N:34]([C:41]([O:43][C:44]([CH3:46])([CH3:47])[CH3:45])=[O:42])[CH2:33]2)[CH:28]=[CH:29][C:30]=1[Cl:31] |f:5.6.7.8.9|. Reported procedure: To a solution of chlorotris(triphenylphosphine)rhodium (I) (52 mg) and triphenylphosphine (620 mg) in tetrahydrofuran (5 mL) was added 2-propanol (0.18 mL), and tert-butyl (6S,7R)-6-(3,4-dichlorophenyl)-7-formyl-1,4-oxazepane-4-carboxylate (800 mg) was added. To the reaction mixture was added trimethylsilyldiazomethane (2 M diethyl ether solution, 2.1 mL), and the mixture was stirred at room temperature overnight. The solvent was evaporated under reduced pressure, and the residue was purified by... Starting materials: C(C1=CC=CC=C1)OC=1C=2N(C=CC1)C(=C(N2)C=2C=CC1=C(N(C(O1)=O)C)C2)C (5-(8-benzyloxy-3-methylimidazo[1,2-a]pyridin-2-yl)-3-methyl-2-benzoxazolinone), [H][H] (hydrogen). The reagents and catalysts are [Pd] (palladium on carbon). Run in C(C)O (ethanol), O1CCCC1 (tetrahydrofuran). Product: OC=1C=2N(C=CC1)C(=C(N2)C=2C=CC1=C(N(C(O1)=O)C)C2)C (5-(8-hydroxy-3-methylimidazo[1,2-a]pyridin-2-yl)-3-methyl-2-benzoxazolinone). The yield is 63.6%. Reaction SMILES: C([O:8][C:9]1[C:10]2[N:11]([C:15]([CH3:29])=[C:16]([C:18]3[CH:19]=[CH:20][C:21]4[O:25][C:24](=[O:26])[N:23]([CH3:27])[C:22]=4[CH:28]=3)[N:17]=2)[CH:12]=[CH:13][CH:14]=1)C1C=CC=CC=1.[H][H]>C(O)C.O1CCCC1.[Pd]>[OH:8][C:9]1[C:10]2[N:11]([C:15]([CH3:29])=[C:16]([C:18]3[CH:19]=[CH:20][C:21]4[O:25][C:24](=[O:26])[N:23]([CH3:27])[C:22]=4[CH:28]=3)[N:17]=2)[CH:12]=[CH:13][CH:14]=1. Reported procedure: A solution of 5-(8-benzyloxy-3-methylimidazo[1,2-a]pyridin-2-yl)-3-methyl-2-benzoxazolinone (1.6 g) in a mixture of ethanol (200 ml) and tetrahydrofuran (100 ml) was hydrogenated over 10% palladium on carbon (wet, 0.5 g) under an atmospheric pressure of hydrogen at ambient temperature for an hour. The catalyst and an insoluble material were filtered off and the filtrate was evaporated in vacuo. The residue was recrystallized from a mixture of tetrahydrofuran and ethanol to give 5-(8-hydroxy-3-me... Starting materials: C(CCC)OC1=C(C=C(C=C1)/C=C/C(=O)O)OC ((2E)-3-(4-butoxy-3-methoxyphenyl)-2-propenoic acid), C1(CCCCC1)N=C=NC1CCCCC1 (N,N′-dicyclohexylcarbodiimide), ClCCCCCCO (6-chloro-1-hexanol), C1(=CC=C(C=C1)S(=O)(=O)[O-])C.CN(C1=CC=[NH+]C=C1)C (4-(dimethylamino)pyridinium p-toluenesulfonate). The product is C(CCC)OC1=C(C=C(C=C1)/C=C/C(=O)OCCCCCCCl)OC (6-chlorohexyl (2E)-3-(4-butoxy-3-methoxyphenyl)-2-propenoate). As a reaction SMILES: [CH2:1]([O:5][C:6]1[CH:11]=[CH:10][C:9](/[CH:12]=[CH:13]/[C:14]([OH:16])=[O:15])=[CH:8][C:7]=1[O:17][CH3:18])[CH2:2][CH2:3][CH3:4].[Cl:19][CH2:20][CH2:21][CH2:22][CH2:23][CH2:24][CH2:25]O.C1(C)C=CC(S([O-])(=O)=O)=CC=1.CN(C)C1C=C[NH+]=CC=1.C1(N=C=NC2CCCCC2)CCCCC1>>[CH2:1]([O:5][C:6]1[CH:11]=[CH:10][C:9](/[CH:12]=[CH:13]/[C:14]([O:16][CH2:25][CH2:24][CH2:23][CH2:22][CH2:21][CH2:20][Cl:19])=[O:15])=[CH:8][C:7]=1[O:17][CH3:18])[CH2:2][CH2:3][CH3:4] |f:2.3|. Procedure details: Preparation was carried out analogously to Example 5 using 4.24 g (16.94 mmol) (2E)-3-(4-butoxy-3-methoxyphenyl)-2-propenoic acid, 2.20 g (16.13 mmol) 6-chloro-1-hexanol, 1.90 g (6.45 mmol) 4-(dimethylamino)pyridinium p-toluenesulfonate and 4.16 g (20.17 mmol) N,N′-dicyclohexylcarbodiimide to give 6-chlorohexyl (2E)-3-(4-butoxy-3-methoxyphenyl)-2-propenoate as colorless oil. Reactants: ClCCl, O=C1c2c(O)c(O)cc(=O)n2CCN1Cc1ccc(F)cc1, ClI. Product: O=C1c2c(O)c(O)c(I)c(=O)n2CCN1Cc1ccc(F)cc1. Reaction SMILES: [CH2:25]([Cl:26])[Cl:27].[F:1][c:2]1[cH:3][cH:4][c:5]([CH2:6][N:7]2[C:8](=[O:20])[c:9]3[n:10]([c:13](=[O:19])[cH:14][c:15]([OH:18])[c:16]3[OH:17])[CH2:11][CH2:12]2)[cH:21][cH:22]1.[I:23][Cl:24]>>[F:1][c:2]1[cH:3][cH:4][c:5]([CH2:6][N:7]2[C:8](=[O:20])[c:9]3[n:10]([c:13](=[O:19])[c:14]([I:23])[c:15]([OH:18])[c:16]3[OH:17])[CH2:11][CH2:12]2)[cH:21][cH:22]1. Reactants: C(C)(C)(C)C=1N=C(C2=C(N1)N(N=N2)CC)N2CC(CC2)(F)F (5-tert-Butyl-7-(3,3-difluoro-pyrrolidin-1-yl)-3-ethyl-3H-[1,2,3]triazolo[4,5-d]pyrimidine), C(C)(C)(C)C=1N=C(C2=C(N1)NN=N2)N2CC(C(C2)(F)F)(F)F (5-tert-Butyl-7-(3,3,4,4-tetrafluoro-pyrrolidin-1-yl)-3H-[1,2,3]triazolo[4,5-d]pyrimidine), ClCC1=NN=NN1C (5-(chloromethyl)-1-methyl-1H-tetrazole). Product: C(C)(C)(C)C=1N=C(C2=C(N1)N(N=N2)CC2=NN=NN2C)N2CC(C(C2)(F)F)(F)F (5-tert-Butyl-3-(1-methyl-1H-tetrazol-5-ylmethyl)-7-(3,3,4,4-tetrafluoro-pyrrolidin-1-yl)-3H-[1,2,3]triazolo[4,5-d]pyrimidine). RXN SMILES: C(C1N=C(N2CCC(F)(F)C2)[C:8]2[N:13]=[N:12][N:11]([CH2:14]C)[C:9]=2[N:10]=1)(C)(C)C.[C:23]([C:27]1[N:28]=[C:29]([N:36]2[CH2:40][C:39]([F:42])([F:41])[C:38]([F:44])([F:43])[CH2:37]2)[C:30]2[N:35]=[N:34][NH:33][C:31]=2[N:32]=1)([CH3:26])([CH3:25])[CH3:24].ClCC1N(C)N=NN=1>>[C:23]([C:27]1[N:28]=[C:29]([N:36]2[CH2:40][C:39]([F:41])([F:42])[C:38]([F:43])([F:44])[CH2:37]2)[C:30]2[N:35]=[N:34][N:33]([CH2:8][C:9]3[N:11]([CH3:14])[N:12]=[N:13][N:10]=3)[C:31]=2[N:32]=1)([CH3:26])([CH3:24])[CH3:25]. Reported procedure: In analogy to the procedure described for the synthesis of 5-tert-butyl-7-(3,3-difluoropyrrolidin-1-yl)-3-ethyl-3H-[1,2,3]triazolo[4,5-d]pyrimidine (example 61), the title compound was prepared from 5-tert-Butyl-7-(3,3,4,4-tetrafluoro-pyrrolidin-1-yl)-3H-[1,2,3]triazolo[4,5-d]pyrimidine and 5-(chloromethyl)-1-methyl-1H-tetrazole and isolated as yellow solid. MS (m/e): 415.3 (MH+). Yield: 69.6%. Product: C(C)(C)(C)OC(CN1C(=NC2=C1C=CC=C2)SCCNC(=O)OC(C)(C)C)=O (tert-Butyl[2-(2-tert-butoxycarbonylamino-ethylsulfanyl)-benzoimidazol-1-yl]-acetate). Reaction conditions: time 2 hour. RXN SMILES: [SH:1][C:2]1[N:6]([CH2:7][C:8]([O:10][C:11]([CH3:14])([CH3:13])[CH3:12])=[O:9])[C:5]2[CH:15]=[CH:16][CH:17]=[CH:18][C:4]=2[N:3]=1.C1CCN2C(=NCCC2)CC1.[C:30]([O:34][C:35](=[O:40])[NH:36][CH2:37][CH2:38]Br)([CH3:33])([CH3:32])[CH3:31]>C1COCC1>[C:11]([O:10][C:8](=[O:9])[CH2:7][N:6]1[C:5]2[CH:15]=[CH:16][CH:17]=[CH:18][C:4]=2[N:3]=[C:2]1[S:1][CH2:38][CH2:37][NH:36][C:35]([O:34][C:30]([CH3:33])([CH3:32])[CH3:31])=[O:40])([CH3:13])([CH3:14])[CH3:12]. Reported procedure: To a solution of tert-butyl (2-mercapto-benzoimidazol-1-yl)-acetate (Intermediate 3-I, 1.31 g, 4.97 mmol) in dry THF (2.6 ml) cooled to 0° C. is added a solution of DBU (756.6 mg, 742.5 μl, 0.47 mmol) in dry THF (1 ml). This yields a paste that is diluted with dry THF (2.5 ml). A solution of (2-bromo-ethyl)-carbamic acid tert-butyl ester (1.17 g, 5.22 mmol) in dry THF (2.6 ml) is then added and the resulting mixture is allowed to stir for 2 h. The solvent is removed under reduced pressure and sa... The reactants are C(C)(C)(C)OC(NCCBr)=O ((2-bromo-ethyl)-carbamic acid tert-butyl ester), C1CCC2=NCCCN2CC1 (DBU), SC1=NC2=C(N1CC(=O)OC(C)(C)C)C=CC=C2 (tert-butyl (2-mercapto-benzoimidazol-1-yl)-acetate). Run in C1CCOC1 (THF), C1CCOC1 (THF), C1CCOC1 (THF), C1CCOC1 (THF). Starting materials: IC (Iodomethane), FC=1C=C(C=CC1F)S (3,4-difluorobenzenethiol), C([O-])([O-])=O.[K+].[K+] (potassium carbonate). The solvent is CN(C)C=O (DMF), O (water). Conditions: time 8 hour. Product: FC=1C=C(C=CC1F)SC ((3,4-difluorophenyl)(methyl)sulfane). Reaction SMILES: IC.[F:3][C:4]1[CH:5]=[C:6]([SH:11])[CH:7]=[CH:8][C:9]=1[F:10].[C:12](=O)([O-])[O-].[K+].[K+]>CN(C=O)C.O>[F:3][C:4]1[CH:5]=[C:6]([S:11][CH3:12])[CH:7]=[CH:8][C:9]=1[F:10] |f:2.3.4|. Procedure: Iodomethane (15 mL, 0.22 mol) was added to a stirred mixture of 3,4-difluorobenzenethiol (30 g, 0.21 mol) and potassium carbonate (32.6 g, 0.24 mol) in DMF (250 mL), and left overnight. The reaction mixture was diluted with water (100 mL) and extracted with ethyl ether (100 mL×3), the organic phases were dried over Na2SO4 and evaporated under reduced pressure to give (3,4-difluorophenyl)(methyl)sulfane as a yellow liquid. Yield: 30 g, 89.3%. 3-Chloroperoxybenzoic acid (85% in purity, 62.5 g, 0.3... Starting materials: C(CO)(=O)O (glycolic acid), C(CN)N (ethylenediamine), C(C(C)C)(=O)O (isobutyric acid), flavin mononucleotide, CCCCCCCCCCCCC[N+](C)(C)CC=1C=CC=CC1.[Cl-] (benzalkonium chloride), GS115-MSP10. Solvent: solution. Run at temperature 5 celsius, time 1 hour. Product: C(C=O)(=O)O (glyoxylic acid), C(C(=O)O)(=O)O (oxalic acid). Reaction SMILES: [C:1]([OH:5])(=[O:4])[CH2:2][OH:3].C(N)CN.C(O)(=[O:14])C(C)C.CCCCCCCCCCCCC[N+](CC1C=CC=CC=1)(C)C.[Cl-]>>[C:1]([OH:5])(=[O:4])[CH:2]=[O:3].[C:2]([OH:14])(=[O:3])[C:1]([OH:5])=[O:4] |f:3.4|. Procedure details: A 300-mL EZE-Seal stirred autoclave reactor equipped with Dispersimax Impeller (Autoclave Engineers) was charged with 100 mL of a solution containing glycolic acid (0.750M), ethylenediamine (0.863M), isobutyric acid (0.100M, HPLC internal standard), and flavin mononucleotide (0.01 mM), at pH 9.25, and the solution cooled to 5° C. To the reactor was then added 5.0 g of Pichia pastoris transformant strain GS115-MSP10 (423 IU glycolate oxidase and 869,000 IU catalase) which had been permeabilized b...